This data is from the Open Reaction Database (ORD), a public repository of structured organic reaction records. The task is: describe an organic reaction: reactants, conditions, products, and yield The reactants are C(C)C1=NC2=CC=CC=C2C(C1)=O (2-ethyl-4-quinolone), CC1=CC=C(C=C1)B(O)O (4-methylphenylboronic acid), CC(CO)(CO)C (2,2-dimethylpropan-1,3-diol), Cl (hydrochloric acid), BrN1C(CCC1=O)=O (N-bromosuccinimide), III, NC1=CC=CC=C1 (aniline), C(CC)(=O)CC(=O)OCC (ethyl propionylacetate), [H-].[Na+] (sodium hydride), BrCC1=CC=C(C=C1)B1OCC(CO1)(C)C (2-(4-bromomethylphenyl)-5,5-dimethyl-1,3,2-dioxaborinane). The reagents and catalysts are N(=NC(C#N)(C)C)C(C#N)(C)C (azo(bisisobutyronitrile)). Run in O (water), C1CCCCC1 (cyclohexane), O (water), C(C)(=O)OCC (ethyl acetate), CN1CCCC1=O (NMP), CN1CCCC1=O (NMP), C1CCCCC1 (cyclohexane). Run at time 20 minute. Yields the product Cl.C(C)C1=NC2=CC=CC=C2C(=C1)OCC1=CC=C(C=C1)B(O)O (4-[(2-ethylquinolin-4-yloxy)methyl]phenylboronic acid hydrochloride). RXN SMILES: [CH2:1]([C:3]1[CH2:12][C:11](=[O:13])[C:10]2[C:5](=[CH:6][CH:7]=[CH:8][CH:9]=2)[N:4]=1)[CH3:2].NC1C=CC=CC=1.C(CC(OCC)=O)(=O)CC.[H-].[Na+].Br[CH2:34][C:35]1[CH:40]=[CH:39][C:38]([B:41]2[O:46]CC(C)(C)C[O:42]2)=[CH:37][CH:36]=1.CC1C=CC(B(O)O)=CC=1.CC(C)(CO)CO.BrN1C(=O)CCC1=O.[ClH:74]>CN1C(=O)CCC1.C1CCCCC1.C(OCC)(=O)C.N(C(C)(C)C#N)=NC(C)(C)C#N.O>[ClH:74].[CH2:1]([C:3]1[CH:12]=[C:11]([O:13][CH2:34][C:35]2[CH:40]=[CH:39][C:38]([B:41]([OH:46])[OH:42])=[CH:37][CH:36]=2)[C:10]2[C:5](=[CH:6][CH:7]=[CH:8][CH:9]=2)[N:4]=1)[CH3:2] |f:3.4,15.16|. Procedure: A solution of 2-ethyl-4-quinolone (6.9 g; 0.04 mole), (prepared using a similar procedure to that described in Org. Syn., Coll., Vol. III, p. 374 and p. 593 from aniline and ethyl propionylacetate) in (NMP) (50 ml) was added over 30 minutes to a stirred suspension of sodium hydride (1.6 g of a 60% dispersion in mineral oil; 0.04 mole) in NMP (50 ml) and the mixture stirred for 30 minutes. A solution of 2-(4-bromomethylphenyl)-5,5-dimethyl-1,3,2-dioxaborinane in cyclohexane [previously prepared b... The reactants are BrC=1C(=CC2=C(CCC(C(N2CC)=O)C(=O)OC(C)(C)C)C1)OC (7-bromo-3(R,S)-tert-butoxycarbonyl-1-ethyl-8-methoxy-2,3,4,5-tetrahydro-1H-1-benzazepine-2-one), BrBr (bromine). Solvent: CO (MeOH), CO (methanol). Product: BrC=1C(=CC2=C(CCC(C(N2CC)=O)C(=O)OC)C1)OC (7-bromo-3(R,S)-methoxycarbonyl-1-ethyl-8-methoxy-2,3,4,5-tetrahydro-1H-1-benzazepine-2-one). Reaction SMILES: [Br:1][C:2]1[C:3]([O:23][CH3:24])=[CH:4][C:5]2[N:11]([CH2:12][CH3:13])[C:10](=[O:14])[CH:9]([C:15]([O:17][C:18](C)(C)C)=[O:16])[CH2:8][CH2:7][C:6]=2[CH:22]=1.BrBr>CO>[Br:1][C:2]1[C:3]([O:23][CH3:24])=[CH:4][C:5]2[N:11]([CH2:12][CH3:13])[C:10](=[O:14])[CH:9]([C:15]([O:17][CH3:18])=[O:16])[CH2:8][CH2:7][C:6]=2[CH:22]=1. Procedure: When 7-bromo-3(R,S)-tert-butoxycarbonyl-1-ethyl-8-methoxy-2,3,4,5-tetrahydro-1H-1-benzazepine-2-one was treated with bromine in MeOH at ambient temperature, bromination occurred at 3-position of the 1-benzazepine-2-one ring system. In addition, a transesterification due to the presence of methanol was observed which resulted in a formation of 7-bromo-3(R,S)-methoxycarbonyl-1-ethyl-8-methoxy-2,3,4,5-tetrahydro-1H-1-benzazepine-2-one. Starting materials: water ice, CC(C(=O)OCN1C=NC2=CC=C(C=C2C1=O)CBr)(C)C (2,2-dimethylpropanoic acid, [6-(bromomethyl)-4-oxo-3(4H)-quinazolinyl]methyl ester), C(C#C)NC1=CC=C(C=C1)C(C)=O (1-[4-(2-propynylamino)phenyl]ethanone), C([O-])([O-])=O.[Ca+2] (calcium carbonate). Solvent: CC(=O)N(C)C (dimethylacetamide). Reaction conditions: temperature 80 celsius. The product is CC(C(=O)OCN1C=NC2=CC=C(C=C2C1=O)CN(CC#C)C1=CC=C(C=C1)C(C)=O)(C)C (2,2-Dimethylpropanoic acid, [6-[[(4-acetylphenyl)-2-propynylamino]methyl]-4-oxo-3(4H)-quinazolinyl]methyl ester). The yield is 186.8%. RXN SMILES: [CH3:1][C:2]([CH3:21])([CH3:20])[C:3]([O:5][CH2:6][N:7]1[C:16](=[O:17])[C:15]2[C:10](=[CH:11][CH:12]=[C:13]([CH2:18]Br)[CH:14]=2)[N:9]=[CH:8]1)=[O:4].[CH2:22]([NH:25][C:26]1[CH:31]=[CH:30][C:29]([C:32](=[O:34])[CH3:33])=[CH:28][CH:27]=1)[C:23]#[CH:24].C(=O)([O-])[O-].[Ca+2]>CC(N(C)C)=O>[CH3:1][C:2]([CH3:21])([CH3:20])[C:3]([O:5][CH2:6][N:7]1[C:16](=[O:17])[C:15]2[C:10](=[CH:11][CH:12]=[C:13]([CH2:18][N:25]([C:26]3[CH:27]=[CH:28][C:29]([C:32](=[O:34])[CH3:33])=[CH:30][CH:31]=3)[CH2:22][C:23]#[CH:24])[CH:14]=2)[N:9]=[CH:8]1)=[O:4] |f:2.3|. Reported procedure: A suspension of 5.79 g (12.5 mmol) of 75% pure 2,2-dimethylpropanoic acid, [6-(bromomethyl)-4-oxo-3(4H)-quinazolinyl]methyl ester (European patent application 204,529), 2.89 g (16.7 mmol) of 1-[4-(2-propynylamino)phenyl]ethanone (see Example A), and 3.34 g (33.4 mmol) of dry calcium carbonate in 100 ml of dimethylacetamide (DMA) is stirred at 80° C. for eighteen hours. The suspension is poured into a water-ice mixture and stirred. The suspension is extracted with ethyl acetate. The ethyl acetate... Reactants: CO, Cl, NN, O=C1NC(=O)c2ccccc21, O=C1c2ccccc2C(=O)N1CCCCCn1cccn1. Product: NCCCCCn1cccn1. RXN SMILES: [CH3:36][OH:37].[ClH:35].[NH2:33][NH2:34].[O:1]=[C:2]1[c:3]2[c:4]([cH:5][cH:6][cH:7][cH:8]2)[C:9](=[O:10])[NH:11]1.[n:12]1([CH2:17][CH2:18][CH2:19][CH2:20][CH2:21][N:22]2[C:23](=[O:24])[c:25]3[c:26]([cH:27][cH:28][cH:29][cH:30]3)[C:31]2=[O:32])[n:13][cH:14][cH:15][cH:16]1>>[n:12]1([CH2:17][CH2:18][CH2:19][CH2:20][CH2:21][NH2:22])[n:13][cH:14][cH:15][cH:16]1. The reactants are [OH-].[Li+] (lithium hydroxide), resultant mixture, N(=[N+]=[N-])[C@H](C(=O)N1C(OC[C@H]1C1=CC=CC=C1)=O)[C@@H](C)C1=CC=C(C=C1)Br ((4R)-3-[(2S,3S)-2-Azido-3-(4-bromophenyl)butanoyl]-4-phenyl-1,3-oxazolidin-2-one), O (water), OO (hydrogen peroxide). The solvent is C1CCOC1 (THF). Reaction conditions: temperature 0 celsius, time 15 minute. Product: N(=[N+]=[N-])[C@H](C(=O)O)[C@@H](C)C1=CC=C(C=C1)Br ((2S,3S)-2-Azido-3-(4-bromophenyl)butanoic acid). As a reaction SMILES: [N:1]([C@@H:4]([C@H:19]([C:21]1[CH:26]=[CH:25][C:24]([Br:27])=[CH:23][CH:22]=1)[CH3:20])[C:5](N1[C@H](C2C=CC=CC=2)COC1=O)=[O:6])=[N+:2]=[N-:3].[OH2:28].OO.[OH-].[Li+]>C1COCC1>[N:1]([C@@H:4]([C@H:19]([C:21]1[CH:26]=[CH:25][C:24]([Br:27])=[CH:23][CH:22]=1)[CH3:20])[C:5]([OH:6])=[O:28])=[N+:2]=[N-:3] |f:3.4|. Reported procedure: To a stirred solution of the product from Step D (2.77 g, 6.23 mmol) in THF (60 mL) was added water (20 mL). The solution was stirred at 0° C. for 15 min, and then 30% hydrogen peroxide (6.0 mL, 52.9 mmol) was added followed by slow addition of lithium hydroxide (0.50 g, 21.2 mmol). The resultant mixture was stirred at 0° C. for 4 h. The reaction was quenched by addition of saturated aqueous sodium sulfite solution and stirred at room temperature for 30 min. The aqueous phase was separated and w...